This data is from the Open Reaction Database (ORD), a public repository of structured organic reaction records. The task is: describe an organic reaction: reactants, conditions, products, and yield Reaction SMILES: [F:1][C:2]1[CH:7]=[CH:6][C:5]([C:8]([CH:10]2[CH2:15][CH2:14][NH:13][CH2:12][CH2:11]2)=[O:9])=[CH:4][CH:3]=1.[Cl:16][CH2:17][CH2:18][CH2:19][C:20]1([C:25]2[CH:30]=[CH:29][C:28]([NH:31][S:32]([CH3:35])(=[O:34])=[O:33])=[CH:27][CH:26]=2)OCC[O:21]1.C(=O)([O-])[O-].[K+].[K+].[I-].[K+].Cl>C(O)CCC.O.C(OCC)(=O)C.CO>[ClH:16].[F:1][C:2]1[CH:7]=[CH:6][C:5]([C:8]([CH:10]2[CH2:15][CH2:14][N:13]([CH2:17][CH2:18][CH2:19][C:20]([C:25]3[CH:30]=[CH:29][C:28]([NH:31][S:32]([CH3:35])(=[O:34])=[O:33])=[CH:27][CH:26]=3)=[O:21])[CH2:12][CH2:11]2)=[O:9])=[CH:4][CH:3]=1 |f:2.3.4,5.6,12.13|. Product: Cl.FC1=CC=C(C(=O)C2CCN(CC2)CCCC(=O)C2=CC=C(C=C2)NS(=O)(=O)C)C=C1 (N-[4-[4-[4-(4-Fluorobenzoyl)-1-piperidinyl]-1-oxobutyl]phenyl]methanesulfonamide monohydrochloride). Reported procedure: A mixture of 4-fluorophenyl-4-piperidinyl methanone (3.1 g, 15.0 mmol) and 2-(3-chloropropyl)-2-(4-methanesulfonamidophenyl)-1,3-dioxolane (4.70 g, 14.7 mmol) was prepared in n-butanol (50 mL), treated with potassium carbonate (2.00 g, 14.5 mmol) and a catalytic amount of potassium iodide, and refluxed for 18 hours. The cooled mixture was diluted with water and ethyl acetate. The layers were separated and the aqueous layer was extracted with ethyl acetate. The combined organic layers were washed... Conditions: time 5 hour. Reactants: [I-].[K+] (potassium iodide), FC1=CC=C(C=C1)C(=O)C1CCNCC1 (4-fluorophenyl-4-piperidinyl methanone), ClCCCC1(OCCO1)C1=CC=C(C=C1)NS(=O)(=O)C (2-(3-chloropropyl)-2-(4-methanesulfonamidophenyl)-1,3-dioxolane), C([O-])([O-])=O.[K+].[K+] (potassium carbonate), Cl (HCl). Run in O (water), C(C)(=O)OCC (ethyl acetate), C(CCC)O (n-butanol), CO (methanol), CO (methanol). Starting materials: BrC1=CC(=C(C=C1)S(=O)(=O)Cl)C (4-bromo-2-methylbenzene-1-sulfonyl chloride), CN1C=CC2=CC(=CC=C12)CN ((1-methyl-1H-indol-5-yl)methanamine). Product: BrC1=CC(=C(C=C1)S(=O)(=O)NCC=1C=C2C=CN(C2=CC1)C)C (4-Bromo-2-methyl-N-((1-methyl-1H-indol-5-yl)methyl)benzenesulfonamide). As a reaction SMILES: [Br:1][C:2]1[CH:7]=[CH:6][C:5]([S:8](Cl)(=[O:10])=[O:9])=[C:4]([CH3:12])[CH:3]=1.[CH3:13][N:14]1[C:22]2[C:17](=[CH:18][C:19]([CH2:23][NH2:24])=[CH:20][CH:21]=2)[CH:16]=[CH:15]1>>[Br:1][C:2]1[CH:7]=[CH:6][C:5]([S:8]([NH:24][CH2:23][C:19]2[CH:18]=[C:17]3[C:22](=[CH:21][CH:20]=2)[N:14]([CH3:13])[CH:15]=[CH:16]3)(=[O:10])=[O:9])=[C:4]([CH3:12])[CH:3]=1. Procedure: The titled compound was prepared according to the procedure described in step-1 of Example 1 from 4-bromo-2-methylbenzene-1-sulfonyl chloride and (1-methyl-1H-indol-5-yl)methanamine. The reactants are CC1CC(=O)OC1=O, Cc1ccccc1, Nc1cc(Cc2n[nH]c(=O)c3ccccc23)ccc1F, O. The product is CC(CC(=O)Nc1cc(Cc2n[nH]c(=O)c3ccccc23)ccc1F)C(=O)O. As a reaction SMILES: [CH3:21][CH:22]1[C:23](=[O:28])[O:24][C:25](=[O:27])[CH2:26]1.[CH3:29][c:30]1[cH:31][cH:32][cH:33][cH:34][cH:35]1.[NH2:1][c:2]1[cH:3][c:4]([CH2:5][c:6]2[n:7][nH:8][c:9](=[O:16])[c:10]3[cH:11][cH:12][cH:13][cH:14][c:15]23)[cH:17][cH:18][c:19]1[F:20].[OH2:36]>>[NH:1]([c:2]1[cH:3][c:4]([CH2:5][c:6]2[n:7][nH:8][c:9](=[O:16])[c:10]3[cH:11][cH:12][cH:13][cH:14][c:15]23)[cH:17][cH:18][c:19]1[F:20])[C:25]([CH2:26][CH:22]([CH3:21])[C:23](=[O:24])[OH:28])=[O:27]. The reactants are CCO, O=C(O)C(F)(F)F, NC1CCC(Nc2nc(Cl)nc(NC3CCC(N)CC3)n2)CC1, [Pd]. The product is NC1CCC(Nc2ncnc(NC3CCC(N)CC3)n2)CC1. RXN SMILES: [CH3:31][CH2:32][OH:33].[F:1][C:2]([F:3])([F:4])[C:5]([OH:6])=[O:7].[NH2:8][CH:9]1[CH2:10][CH2:11][CH:12]([NH:15][c:16]2[n:17][c:18]([Cl:30])[n:19][c:20]([NH:22][CH:23]3[CH2:24][CH2:25][CH:26]([NH2:29])[CH2:27][CH2:28]3)[n:21]2)[CH2:13][CH2:14]1.[Pd:34]>>[NH2:8][CH:9]1[CH2:10][CH2:11][CH:12]([NH:15][c:16]2[n:17][cH:18][n:19][c:20]([NH:22][CH:23]3[CH2:24][CH2:25][CH:26]([NH2:29])[CH2:27][CH2:28]3)[n:21]2)[CH2:13][CH2:14]1.